This data is from the Open Reaction Database (ORD), a public repository of structured organic reaction records. The task is: describe an organic reaction: reactants, conditions, products, and yield Reaction SMILES: [H-].[Na+].[CH3:3][O:4][C:5](=[O:8])[CH2:6][OH:7].[Br:9][C:10]1[CH:15]=[CH:14][CH:13]=[C:12](Br)[N:11]=1>CN(C)C=O>[CH3:3][O:4][C:5](=[O:8])[CH2:6][O:7][C:12]1[CH:13]=[CH:14][CH:15]=[C:10]([Br:9])[N:11]=1 |f:0.1|. Procedure: A suspension of 178 mg of sodium hydride (80% dispersion in mineral oil) in 4 ml of dimethylformamide is mixed under argon atmosphere, stirring and ice cooling with a solution of 361 mg of glycolic acid methyl ester in 2 ml of dimethylformamide and stirred for 3 hours at room temperature. Then, a solution of 948 mg of 2,6-dibromopyridine in 2 ml of dimethylformamide is added under ice cooling and the mixture is stirred for 48 hours at room temperature. The reaction mixture is poured on ice and e... The solvent is CN(C=O)C (dimethylformamide), CN(C=O)C (dimethylformamide), CN(C=O)C (dimethylformamide). The reactants are COC(CO)=O (glycolic acid methyl ester), BrC1=NC(=CC=C1)Br (2,6-dibromopyridine), [H-].[Na+] (sodium hydride). Yield: 80.2%. Yields the product COC(COC1=NC(=CC=C1)Br)=O (2-(6-bromo-2-pyridyloxy)-acetic acid methyl ester). Reactants: C(C1=CC=CC=C1)OCO[C@@H]([C@@H](C[C@@H]1CCC([C@](O1)(OC)C(/C=C/C=O)(C)C)=O)O[Si](C)(C)C(C)(C)C)C ((E)-4-((2S,6S)-6-((2R,3R)-3-(benzyloxymethoxy)-2-(tert-butyldimethylsilyloxy)butyl)-2-methoxy-3-oxo-tetrahydro-2H-pyran-2-yl)-4-methylpent-2-enal), C(C)(C)(C)[Si](OCC[C@@H](C[C@@H]1CC(C[C@@H](O1)C[C@H](CC(=C)C[Si](C)(C)C)O)=C)OCC1=CC=C(C=C1)OC)(C1=CC=CC=C1)C1=CC=CC=C1 ((S)-1-((2R,6S)-6-((S)-4-(tert-butyldiphenyl silyloxy)-2-(4-methoxybenzyloxy)butyl)-4-methylenetetrahydro-2H-pyran-2-yl)-4-((trimethylsilyl)methyl)pent-4-en-2-ol), [Si](C)(C)(C)OS(=O)(=O)C(F)(F)F (TMSOTf). Solvent: CCOCC (Et2O), CCOCC (Et2O). Conditions: time 1 hour. The product is C(C1=CC=CC=C1)OCO[C@@H]([C@@H](C[C@@H]1CCC([C@](O1)(OC)C(C)(\C=C\[C@@H]1O[C@@H](CC(C1)=C)C[C@@H]1O[C@@H](CC(C1)=C)C[C@H](CCO[Si](C1=CC=CC=C1)(C1=CC=CC=C1)C(C)(C)C)OCC1=CC=C(C=C1)OC)C)=O)O[Si](C)(C)C(C)(C)C)C ((2S,6S)-6-((2R,3R)-3-(benzyloxymethoxy)-2-(tert-butyldimethylsilyloxy)butyl)-2-((E)-4-((2R,6S)-6-(((2R,6S)-6-((S)-4-(tert-butyldiphenylsilyloxy)-2-(4-methoxybenzyloxyl)butyl)-4-methylene-tetrahydro-2H-pyran-2-yl)methyl)-4-methylene-tetrahydro-2H-pyran-2-yl)-2-methylbut-3-en-2-yl)-2-methoxy-dihydro-2H-pyran-3(4H)-one). The yield is 83.9%. Reaction SMILES: [CH2:1]([O:8][CH2:9][O:10][C@H:11]([CH3:38])[C@H:12]([O:30][Si:31]([C:34]([CH3:37])([CH3:36])[CH3:35])([CH3:33])[CH3:32])[CH2:13][C@H:14]1[O:19][C@:18]([C:22]([CH3:28])([CH3:27])/[CH:23]=[CH:24]/[CH:25]=[O:26])([O:20][CH3:21])[C:17](=[O:29])[CH2:16][CH2:15]1)[C:2]1[CH:7]=[CH:6][CH:5]=[CH:4][CH:3]=1.[C:39]([Si:43]([C:83]1[CH:88]=[CH:87][CH:86]=[CH:85][CH:84]=1)([C:77]1[CH:82]=[CH:81][CH:80]=[CH:79][CH:78]=1)[O:44][CH2:45][CH2:46][C@H:47]([O:67][CH2:68][C:69]1[CH:74]=[CH:73][C:72]([O:75][CH3:76])=[CH:71][CH:70]=1)[CH2:48][C@H:49]1[O:54][C@@H:53]([CH2:55][C@@H:56](O)[CH2:57][C:58]([CH2:60][Si](C)(C)C)=[CH2:59])[CH2:52][C:51](=[CH2:66])[CH2:50]1)([CH3:42])([CH3:41])[CH3:40].[Si](OS(C(F)(F)F)(=O)=O)(C)(C)C>CCOCC>[CH2:1]([O:8][CH2:9][O:10][C@H:11]([CH3:38])[C@H:12]([O:30][Si:31]([C:34]([CH3:37])([CH3:36])[CH3:35])([CH3:33])[CH3:32])[CH2:13][C@H:14]1[O:19][C@:18]([C:22]([CH3:28])(/[CH:23]=[CH:24]/[C@H:25]2[CH2:60][C:58](=[CH2:59])[CH2:57][C@@H:56]([CH2:55][C@H:53]3[CH2:52][C:51](=[CH2:66])[CH2:50][C@@H:49]([CH2:48][C@@H:47]([O:67][CH2:68][C:69]4[CH:74]=[CH:73][C:72]([O:75][CH3:76])=[CH:71][CH:70]=4)[CH2:46][CH2:45][O:44][Si:43]([C:39]([CH3:42])([CH3:41])[CH3:40])([C:83]4[CH:84]=[CH:85][CH:86]=[CH:87][CH:88]=4)[C:77]4[CH:78]=[CH:79][CH:80]=[CH:81][CH:82]=4)[O:54]3)[O:26]2)[CH3:27])([O:20][CH3:21])[C:17](=[O:29])[CH2:16][CH2:15]1)[C:2]1[CH:3]=[CH:4][CH:5]=[CH:6][CH:7]=1. Procedure details: To a stirring solution of aldehyde 6 (35.1 mg, 0.064 mmol, 1.0 equiv) and hydroxyallylsilane 5 (50.4 mg, 0.070 mmol, 1.1 equiv) in Et2O (6.4 mL) in a 25 mL rb flask at −78° C. was added a 1.0 M TMSOTf solution in Et2O (86 μL, 0.086 mmol, 1.2 equiv). After 1 hr at −78° C., the reaction was quenched by addition of diisopropylethylamine (0.2 mL), followed by addition of a saturated aqueous NaHCO3 solution (2.0 mL). The mixture was warmed to rt, the phases were separated, and the aqueous phase was e... The reactants are NC=1NC=C(N1)CSCCN (2-amino-4-[(2-aminoethyl)thiomethyl]imidazole), C(#N)NC(SC)=NC (N-cyano-N',S-dimethylisothiourea). Product: NC=1NC=C(N1)CSCCNC(=NC)NC#N (N-[2-((2-Amino-4-imidazolyl)methylthio)ethyl]-N'-cyano-N"-methylguanidine). RXN SMILES: [NH2:1][C:2]1[NH:3][CH:4]=[C:5]([CH2:7][S:8][CH2:9][CH2:10][NH2:11])[N:6]=1.[C:12]([NH:14][C:15](=[N:18][CH3:19])SC)#[N:13]>>[NH2:1][C:2]1[NH:3][CH:4]=[C:5]([CH2:7][S:8][CH2:9][CH2:10][NH:11][C:15]([NH:14][C:12]#[N:13])=[N:18][CH3:19])[N:6]=1. Procedure: By the procedure of Example 3(a), 2-amino-4-[(2-aminoethyl)thiomethyl]imidazole is reacted with N-cyano-N',S-dimethylisothiourea to give the title compound. Reactants: aryl halide, BrC1=CC=C(C=C1)F (1-bromo-4-fluorobenzene), C(C=C)(=O)OC (methyl acrylate), C1(CCCCC1)N(C1CCCCC1)C (N-cyclohexyl-N-methylcyclohexanamine). The reagents and catalysts are [Cl-].C(C)[N+](CC)(CC)CC (tetraethylammonium chloride), C(C)(=O)[O-].[Pd+2].C(C)(=O)[O-] (palladium (II) acetate). Solvent: CC(=O)N(C)C (dimethylacetamide). Conditions: temperature 100 celsius. Product: FC1=CC=C(C=C1)/C=C/C(=O)OC ((E)-methyl 3-(4-fluorophenyl)acrylate). Isolated yield 90.7%. As a reaction SMILES: Br[C:2]1[CH:7]=[CH:6][C:5]([F:8])=[CH:4][CH:3]=1.[C:9]([O:13][CH3:14])(=[O:12])[CH:10]=[CH2:11].C1(N(C)C2CCCCC2)CCCCC1>[Cl-].C([N+](CC)(CC)CC)C.CC(N(C)C)=O.C([O-])(=O)C.[Pd+2].C([O-])(=O)C>[F:8][C:5]1[CH:6]=[CH:7][C:2](/[CH:11]=[CH:10]/[C:9]([O:13][CH3:14])=[O:12])=[CH:3][CH:4]=1 |f:3.4,6.7.8|. Reported procedure: A mixture of 1-bromo-4-fluorobenzene (10 g, 57 mmol), methyl acrylate (4.5 g, 52 mmol), tetraethylammonium chloride (8.6 g, 52 mmol), N-cyclohexyl-N-methylcyclohexanamine (15 g, 78 mmol), and palladium (II) acetate (0.35 g, 1.6 mmol) in dimethylacetamide (200 mL) was heated to 100° C. under an argon atmosphere. The reaction was allowed to proceed until the aryl halide was consumed. The reaction mixture was then cooled to room temperature, diluted with Et2O, and washed three times with water. The... Reactants: CC(C)(C)C(=O)Nc1cnc(N2CCOCC2)cc1I, Cc1ccccc1B(O)O, c1ccc(P(c2ccccc2)(c2ccccc2)[Pd](P(c2ccccc2)(c2ccccc2)c2ccccc2)(P(c2ccccc2)(c2ccccc2)c2ccccc2)P(c2ccccc2)(c2ccccc2)c2ccccc2)cc1. Yields the product Cc1ccccc1-c1cc(N2CCOCC2)ncc1NC(=O)C(C)(C)C. As a reaction SMILES: [I:1][c:2]1[c:3]([NH:14][C:15]([C:16]([CH3:17])([CH3:18])[CH3:19])=[O:20])[cH:4][n:5][c:6]([N:8]2[CH2:9][CH2:10][O:11][CH2:12][CH2:13]2)[cH:7]1.[c:21]1([CH3:30])[c:22]([B:27]([OH:28])[OH:29])[cH:23][cH:24][cH:25][cH:26]1.[cH:31]1[cH:32][cH:33][c:34]([P:35]([Pd:36]([P:37]([c:38]2[cH:39][cH:40][cH:41][cH:42][cH:43]2)([c:44]2[cH:45][cH:46][cH:47][cH:48][cH:49]2)[c:50]2[cH:51][cH:52][cH:53][cH:54][cH:55]2)([P:56]([c:57]2[cH:58][cH:59][cH:60][cH:61][cH:62]2)([c:63]2[cH:64][cH:65][cH:66][cH:67][cH:68]2)[c:69]2[cH:70][cH:71][cH:72][cH:73][cH:74]2)[P:75]([c:76]2[cH:77][cH:78][cH:79][cH:80][cH:81]2)([c:82]2[cH:83][cH:84][cH:85][cH:86][cH:87]2)[c:88]2[cH:89][cH:90][cH:91][cH:92][cH:93]2)([c:94]2[cH:95][cH:96][cH:97][cH:98][cH:99]2)[c:100]2[cH:101][cH:102][cH:103][cH:104][cH:105]2)[cH:106][cH:107]1>>[c:2]1(-[c:22]2[c:21]([CH3:30])[cH:26][cH:25][cH:24][cH:23]2)[c:3]([NH:14][C:15]([C:16]([CH3:17])([CH3:18])[CH3:19])=[O:20])[cH:4][n:5][c:6]([N:8]2[CH2:9][CH2:10][O:11][CH2:12][CH2:13]2)[cH:7]1.